From a dataset of the Open Reaction Database (ORD), a public repository of structured organic reaction records. describe an organic reaction: reactants, conditions, products, and yield Reactants: CC(C)CN, O=C(O)c1cccc(-c2nc(N3CCOCC3)nc3c2CCN3c2ccncc2)c1, On1nnc2ccccc21. Product: CC(C)CNC(=O)c1cccc(-c2nc(N3CCOCC3)nc3c2CCN3c2ccncc2)c1. As a reaction SMILES: [CH3:41][CH:42]([CH2:43][NH2:44])[CH3:45].[O:1]1[CH2:2][CH2:3][N:4]([c:7]2[n:8][c:9](-[c:22]3[cH:23][c:24]([C:25](=[O:26])[OH:27])[cH:28][cH:29][cH:30]3)[c:10]3[c:11]([n:12]2)[N:13]([c:16]2[cH:17][cH:18][n:19][cH:20][cH:21]2)[CH2:14][CH2:15]3)[CH2:5][CH2:6]1.[OH:31][n:32]1[c:33]2[c:34]([cH:35][cH:36][cH:37][cH:38]2)[n:39][n:40]1>>[O:1]1[CH2:2][CH2:3][N:4]([c:7]2[n:8][c:9](-[c:22]3[cH:23][c:24]([C:25](=[O:27])[NH:44][CH2:43][CH:42]([CH3:41])[CH3:45])[cH:28][cH:29][cH:30]3)[c:10]3[c:11]([n:12]2)[N:13]([c:16]2[cH:17][cH:18][n:19][cH:20][cH:21]2)[CH2:14][CH2:15]3)[CH2:5][CH2:6]1. The reactants are C(C)OC(=O)C=1C=NC2=C(C=CC=C2C1NCCCC)OC (4-butylamino-8-methoxy-quinoline-3-carboxylic acid ethyl ester), N(=C=O)C1=CC(=CC=C1)C (1-isocyanato-3-methyl-benzene). Yields the product C(CCC)N1C(N(C(C=2C=NC=3C(=CC=CC3C21)OC)=O)C=2C=C(C=CC2)C)=O (1-Butyl-7-methoxy-3-m-tolyl-1H-pyrimido[5,4-c]quinoline-2,4-dione). Isolated yield 43.7%. As a reaction SMILES: C(O[C:4]([C:6]1[CH:7]=[N:8][C:9]2[C:14]([C:15]=1[NH:16][CH2:17][CH2:18][CH2:19][CH3:20])=[CH:13][CH:12]=[CH:11][C:10]=2[O:21][CH3:22])=[O:5])C.[N:23]([C:26]1[CH:31]=[CH:30][CH:29]=[C:28]([CH3:32])[CH:27]=1)=[C:24]=[O:25]>>[CH2:17]([N:16]1[C:15]2[C:14]3[CH:13]=[CH:12][CH:11]=[C:10]([O:21][CH3:22])[C:9]=3[N:8]=[CH:7][C:6]=2[C:4](=[O:5])[N:23]([C:26]2[CH:27]=[C:28]([CH3:32])[CH:29]=[CH:30][CH:31]=2)[C:24]1=[O:25])[CH2:18][CH2:19][CH3:20]. Procedure details: 1-Butyl-7-methoxy-3-m-tolyl-1H-pyrimido[5,4-c]quinoline-2,4-dione (17 mg) was prepared from 4-butylamino-8-methoxy-quinoline-3-carboxylic acid ethyl ester (0.1 mmol) and 1-isocyanato-3-methyl-benzene (0.5 mmol) following general procedure C. LCMS: m/z 390 [M+1]+. The reactants are FC=1C=CC(=C(C1)B1OC(C(O1)(C)C)(C)C)[N+](=O)[O-] (2-(5-fluoro-2-nitrophenyl)-4,4,5,5-tetramethyl-1,3,2-dioxaborolane), [O-]P(=O)([O-])[O-].[K+].[K+].[K+] (K3PO4), FC(C=1C=C(CNC(C2=CC(=NC=C2)Cl)=O)C=CC1)(F)F (N-(3-(trifluoromethyl)benzyl)-2-chloroisonicotinamide), CC(C)C1=CC(=C(C(=C1)C(C)C)C2=C(C=CC=C2)P(C3CCCCC3)C4CCCCC4)C(C)C (X-PHOS). Reagents/catalysts: Cl[Pd]([P](C1=CC=CC=C1)(C2=CC=CC=C2)C3=CC=CC=C3)([P](C4=CC=CC=C4)(C5=CC=CC=C5)C6=CC=CC=C6)Cl (Pd(PPh3)2Cl2). The solvent is COCCOC.O (DME H2O). Conditions: temperature 80 celsius, time 8 hour. Product: FC(C=1C=C(CNC(C2=CC(=NC=C2)C2=C(C=CC(=C2)F)[N+](=O)[O-])=O)C=CC1)(F)F (N-(3-(trifluoromethyl)benzyl)-2-(5-fluoro-2-nitrophenyl)-isonicotinamide). Yield: 30.0%. RXN SMILES: [F:1][C:2]1[CH:3]=[CH:4][C:5]([N+:17]([O-:19])=[O:18])=[C:6](B2OC(C)(C)C(C)(C)O2)[CH:7]=1.[F:20][C:21]([F:40])([F:39])[C:22]1[CH:23]=[C:24]([CH:36]=[CH:37][CH:38]=1)[CH2:25][NH:26][C:27](=[O:35])[C:28]1[CH:33]=[CH:32][N:31]=[C:30](Cl)[CH:29]=1.CC(C1C=C(C(C)C)C(C2C=CC=CC=2P(C2CCCCC2)C2CCCCC2)=C(C(C)C)C=1)C.[O-]P([O-])([O-])=O.[K+].[K+].[K+]>COCCOC.O.Cl[Pd](Cl)([P](C1C=CC=CC=1)(C1C=CC=CC=1)C1C=CC=CC=1)[P](C1C=CC=CC=1)(C1C=CC=CC=1)C1C=CC=CC=1>[F:39][C:21]([F:20])([F:40])[C:22]1[CH:23]=[C:24]([CH:36]=[CH:37][CH:38]=1)[CH2:25][NH:26][C:27](=[O:35])[C:28]1[CH:29]=[CH:30][N:31]=[C:32]([C:6]2[CH:7]=[C:2]([F:1])[CH:3]=[CH:4][C:5]=2[N+:17]([O-:19])=[O:18])[CH:33]=1 |f:3.4.5.6,7.8,^1:92,111|. Reported procedure: Into a 500-mL round bottom flask purged and maintained with an inert atmosphere of nitrogen, was placed a solution of 2-(5-fluoro-2-nitrophenyl)-4,4,5,5-tetramethyl-1,3,2-dioxaborolane (11.8 g, 44.19 mmol, 3.00 equiv) in 330 mL of 10:1 DME/H2O, N-(3-(trifluoromethyl)benzyl)-2-chloroisonicotinamide (5 g, 15.92 mmol, 1.00 equiv), Pd(PPh3)2Cl2 (2.54 g, 3.62 mmol, 0.20 equiv), X-PHOS (2.5 g, 6.36 mmol, 0.20 equiv), and K3PO4 (20 g, 59.17 mmol, 4.00 equiv). The resulting solution was stirred overnigh...